From a dataset of the Open Reaction Database (ORD), a public repository of structured organic reaction records. describe an organic reaction: reactants, conditions, products, and yield Yields the product N[C@@H](CC(C)C)C(=O)O (Leu). Procedure details: 1.3 (1), Lys:5.7 (6), Cys:-(2). Starting materials: ( 1 ), N[C@@H](CS)C(=O)O (Cys), N[C@@H](CCCCN)C(=O)O (Lys), ( 6 ). As a reaction SMILES: [NH2:1][C@H:2]([C:8]([OH:10])=[O:9])[CH2:3][CH2:4][CH2:5]CN.N[C@H:12](C(O)=O)CS>>[NH2:1][C@H:2]([C:8]([OH:10])=[O:9])[CH2:3][CH:4]([CH3:5])[CH3:12]. The reactants are FC1=C(OC2=CC=NC3=C(C=CC=C23)N)C=C(C=C1)C(F)(F)F (4-(2-fluoro-5-(trifluoromethyl)phenoxy)quinolin-8-amine), CCN(C(C)C)C(C)C (DIPEA), ClC1=CC=C(C(=C1C(=O)O)F)CNC(C(C)(C)C)=O (6-chloro-2-fluoro-3-(pivalamidomethyl)benzoic acid), C(C(=O)Cl)(=O)Cl (oxalyl chloride). Reagents/catalysts: CN(C)C=O (DMF). Solvent: C(Cl)Cl (CH2Cl2). Product: ClC1=CC=C(C(=C1C(=O)NC=1C=CC=C2C(=CC=NC12)OC1=C(C=CC(=C1)C(F)(F)F)F)F)CNC(C(C)(C)C)=O (6-Chloro-2-fluoro-N-(4-(2-fluoro-5-(trifluoromethyl)phenoxy)quinolin-8-yl)-3-(pivalamidomethyl)benzamide). The yield is 43.6%. RXN SMILES: [F:1][C:2]1[CH:19]=[CH:18][C:17]([C:20]([F:23])([F:22])[F:21])=[CH:16][C:3]=1[O:4][C:5]1[C:14]2[C:9](=[C:10]([NH2:15])[CH:11]=[CH:12][CH:13]=2)[N:8]=[CH:7][CH:6]=1.[Cl:24][C:25]1[C:30]([C:31](O)=[O:32])=[C:29]([F:34])[C:28]([CH2:35][NH:36][C:37](=[O:42])[C:38]([CH3:41])([CH3:40])[CH3:39])=[CH:27][CH:26]=1.C(Cl)(=O)C(Cl)=O.CCN(C(C)C)C(C)C>CN(C=O)C.C(Cl)Cl>[Cl:24][C:25]1[C:30]([C:31]([NH:15][C:10]2[CH:11]=[CH:12][CH:13]=[C:14]3[C:9]=2[N:8]=[CH:7][CH:6]=[C:5]3[O:4][C:3]2[CH:16]=[C:17]([C:20]([F:21])([F:22])[F:23])[CH:18]=[CH:19][C:2]=2[F:1])=[O:32])=[C:29]([F:34])[C:28]([CH2:35][NH:36][C:37](=[O:42])[C:38]([CH3:40])([CH3:39])[CH3:41])=[CH:27][CH:26]=1. Procedure: The title compound was prepared following the procedure described in Example-1 using 4-(2-fluoro-5-(trifluoromethyl)phenoxy)quinolin-8-amine (Intermediate-35, 100 mg, 0.31 mmol), 6-chloro-2-fluoro-3-(pivalamidomethyl)benzoic acid (Intermediate-2, 133 mg, 0.46 mmol), oxalyl chloride (187 mg, 0.69 mmol), DMF (1 drop) and DIPEA (120 mg, 0.93 mmol) in CH2Cl2 (4 mL) to afford 80 mg of the title product. 1H NMR (300 MHz, DMSO-d6): δ 10.74 (s, 1H), 8.78 (d, J=7.8 Hz, 1H), 8.70 (d, J=5.4 Hz, 1H), 8.11-8... The reactants are O=C([O-])[O-], Cc1ccccc1, COc1cc(Cl)c(B(O)O)cc1C, Cc1ncc(-n2nnc3ccccc32)nc1Cl, [Na+], [Na+]. Product: COc1cc(Cl)c(-c2nc(-n3nnc4ccccc43)cnc2C)cc1C. Reaction SMILES: [C:31](=[O:32])([O-:33])[O-:34].[CH3:37][c:38]1[cH:39][cH:40][cH:41][cH:42][cH:43]1.[Cl:18][c:19]1[c:20]([B:28]([OH:29])[OH:30])[cH:21][c:22]([CH3:27])[c:23]([O:25][CH3:26])[cH:24]1.[Cl:1][c:2]1[c:3]([CH3:17])[n:4][cH:5][c:6](-[n:8]2[n:9][n:10][c:11]3[c:12]2[cH:13][cH:14][cH:15][cH:16]3)[n:7]1.[Na+:35].[Na+:36]>>[c:2]1(-[c:20]2[c:19]([Cl:18])[cH:24][c:23]([O:25][CH3:26])[c:22]([CH3:27])[cH:21]2)[c:3]([CH3:17])[n:4][cH:5][c:6](-[n:8]2[n:9][n:10][c:11]3[c:12]2[cH:13][cH:14][cH:15][cH:16]3)[n:7]1. Starting materials: N[C@@H]1[C@@H](CCCC1(F)F)NC=1N=C(C(=NC1)C#N)Cl (5-((1R,2R)-2-amino-3,3-difluorocyclohexylamino)-3-chloropyrazine-2-carbonitrile), Cl.CC1=NSC(=C1)N (3-methylisothiazol-5-amine hydrochloride), C(=O)([O-])[O-].[K+].[K+] (K2CO3), C=1C=CC(=CC1)P(C=2C=CC=CC2)C3=CC=C4C=CC=CC4=C3C5=C6C=CC=CC6=CC=C5P(C=7C=CC=CC7)C=8C=CC=CC8 (BINAP). Reagents/catalysts: CC(=O)[O-].CC(=O)[O-].[Pd+2] (Pd(OAc)2). Solvent: O1CCOCC1 (dioxane). Reaction conditions: time 5 hour. The product is N[C@@H]1[C@@H](CCCC1(F)F)NC=1N=C(C(=NC1)C#N)NC1=CC(=NS1)C (5-((1R,2R)-2-amino-3,3-difluorocyclohexylamino)-3-(3-methylisothiazol-5-ylamino)pyrazine-2-carbonitrile). The yield is 85.2%. RXN SMILES: [NH2:1][C@H:2]1[C:7]([F:9])([F:8])[CH2:6][CH2:5][CH2:4][C@H:3]1[NH:10][C:11]1[N:12]=[C:13](Cl)[C:14]([C:17]#[N:18])=[N:15][CH:16]=1.Cl.[CH3:21][C:22]1[CH:26]=[C:25]([NH2:27])[S:24][N:23]=1.C([O-])([O-])=O.[K+].[K+].C1C=CC(P(C2C(C3C(P(C4C=CC=CC=4)C4C=CC=CC=4)=CC=C4C=3C=CC=C4)=C3C(C=CC=C3)=CC=2)C2C=CC=CC=2)=CC=1>O1CCOCC1.CC([O-])=O.CC([O-])=O.[Pd+2]>[NH2:1][C@H:2]1[C:7]([F:9])([F:8])[CH2:6][CH2:5][CH2:4][C@H:3]1[NH:10][C:11]1[N:12]=[C:13]([NH:27][C:25]2[S:24][N:23]=[C:22]([CH3:21])[CH:26]=2)[C:14]([C:17]#[N:18])=[N:15][CH:16]=1 |f:1.2,3.4.5,8.9.10|. Procedure: A mixture of 5-((1R,2R)-2-amino-3,3-difluorocyclohexylamino)-3-chloropyrazine-2-carbonitrile (74 mg, 0.257 mmol), 3-methylisothiazol-5-amine hydrochloride (50 mg, 0.332 mmol), K2CO3 (100 mg, 0.724 mmol), BINAP (25 mg, 0.040 mmol) and Pd(OAc)2 (10 mg, 0.044 mmol) in dioxane (2 mL) was degassed with Ar, then was stirred at 110 C for 5 h. The mixture was concentrated in vacuo. The residue was purified by HPLC to give 5-((1R,2R)-2-amino-3,3-difluorocyclohexylamino)-3-(3-methylisothiazol-5-ylamino)py... The reactants are CC(COC1=CC=C(C=C1)[C@H](CNCC1(CCCC1)NC(OC(C)(C)C)=O)NC([C@@H](C)C1=CC=CC=C1)=O)CCC (t-butyl 1-(((2R)-2-(4-(2-methylpentyloxy)phenyl)-2-((S)-2-phenylpropanamido)ethylamino)methyl)cyclopentylcarbamate), C(=O)(C(F)(F)F)O (TFA). Run in ClCCl (dichloromethane). Run at time 1.5 hour. Product: NC1(CCCC1)CNC[C@@H](C1=CC=C(C=C1)OCC(CCC)C)NC([C@@H](C)C1=CC=CC=C1)=O ((2S)-N-((1R)-2-((1-aminocyclopentyl)methylamino)-1-(4-(2-methylpentyloxy)phenyl)ethyl)-2-phenylpropanamide). Isolated yield 63.0%. As a reaction SMILES: [CH3:1][CH:2]([CH2:39][CH2:40][CH3:41])[CH2:3][O:4][C:5]1[CH:10]=[CH:9][C:8]([C@@H:11]([NH:28][C:29](=[O:38])[C@H:30]([C:32]2[CH:37]=[CH:36][CH:35]=[CH:34][CH:33]=2)[CH3:31])[CH2:12][NH:13][CH2:14][C:15]2([NH:20]C(=O)OC(C)(C)C)[CH2:19][CH2:18][CH2:17][CH2:16]2)=[CH:7][CH:6]=1.C(O)(C(F)(F)F)=O>ClCCl>[NH2:20][C:15]1([CH2:14][NH:13][CH2:12][C@H:11]([NH:28][C:29](=[O:38])[C@H:30]([C:32]2[CH:37]=[CH:36][CH:35]=[CH:34][CH:33]=2)[CH3:31])[C:8]2[CH:9]=[CH:10][C:5]([O:4][CH2:3][CH:2]([CH3:1])[CH2:39][CH2:40][CH3:41])=[CH:6][CH:7]=2)[CH2:19][CH2:18][CH2:17][CH2:16]1. Procedure details: To a solution of crude t-butyl 1-(((2R)-2-(4-(2-methylpentyloxy)phenyl)-2-((S)-2-phenylpropanamido)ethylamino)methyl)cyclopentylcarbamate from Part A (195 mg, 0.345 mmol) in dichloromethane (2 mL) at 0° C. was added TFA (1 mL, 12.98 mmol). The reaction mixture was stirred for 1.5 h while being allowed to warm to room temperature. The mixture was concentrated and the product was purified by reverse phase HPLC (acetonitrile/water with 0.1% TFA). The organic solvent was removed on the rotovapor and... Starting materials: Cl.C(C)N (ethylamine hydrochloride), Cl (HCl), [BH4-].[Na+] (sodium borohydride), C(C1=CC=CC=C1)Br (Benzyl bromide), BrC=1C=CC(=C(C=O)C1)O (5-bromo-2-hydroxybenzaldehyde), C(=O)([O-])[O-].[K+].[K+] (K2CO3). Run in CO (methanol), C(C)(=O)OCC (ethyl acetate), CN1C(CCC1)=O (1-methyl-2-pyrrolidinone), CN1C(CCC1)=O (1-methyl-2-pyrrolidinone). Run at temperature 10 celsius, time 3 hour. Product: Cl.C(C)NCC1=C(C=CC(=C1)Br)OCC1=CC=CC=C1 (N-ethyl N-(2-benzyloxy-5-bromobenzyl)amine hydrochloride salt). Isolated yield 76.7%. RXN SMILES: [CH2:1](Br)[C:2]1[CH:7]=[CH:6][CH:5]=[CH:4][CH:3]=1.[Br:9][C:10]1[CH:11]=[CH:12][C:13]([OH:18])=[C:14]([CH:17]=1)[CH:15]=O.C([O-])([O-])=O.[K+].[K+].[ClH:25].[CH2:26]([NH2:28])[CH3:27].[BH4-].[Na+].Cl>CN1CCCC1=O.CO.C(OCC)(=O)C>[ClH:25].[CH2:26]([NH:28][CH2:15][C:14]1[CH:17]=[C:10]([Br:9])[CH:11]=[CH:12][C:13]=1[O:18][CH2:1][C:2]1[CH:7]=[CH:6][CH:5]=[CH:4][CH:3]=1)[CH3:27] |f:2.3.4,5.6,7.8,13.14|. Procedure details: Benzyl bromide (71.4 ml) was added dropwise to a mixture of 5-bromo-2-hydroxybenzaldehyde (100.5 g) and K2CO3 (207.5 g) in 1-methyl-2-pyrrolidinone (500 ml) at 30° C. over 1 hour. The mixture was stirred for 3 hours at 35°-40° C. A solution of ethylamine hydrochloride (57.1 g) in methanol (250 ml) was added over 30 minutes at 35° C. and the mixture stirred for 3 hours at 35°-40° C. A solution of sodium borohydride (26.5 g) in 1-methyl-2-pyrrolidinone (300 ml) was added over 2 hours at 35°-40° C.... The reactants are [Na] (sodium), C(C)O (ethanol), C(C)OC(=O)C=1OC2=C(C1CBr)C(=CC=C2)OCCCN(C(C)(C)C)C(=O)OC(C)(C)C (3-bromomethyl-4-[3-(tert-butoxycarbonyl-tert-butyl-amino)-propoxy]-benzofuran-2-carboxylic acid ethyl ester). Run at time 25 minute. The product is C(C)OC(=O)C=1OC2=C(C1COCC)C(=CC=C2)OCCCN(C(C)(C)C)C(=O)OC(C)(C)C (4-[3-(tert-butoxycarbonyl-tert-butyl-amino)-propoxy]-3-ethoxymethyl-benzofuran-2-carboxylic acid ethyl ester). As a reaction SMILES: [Na].[CH2:2]([O:4][C:5]([C:7]1[O:8][C:9]2[CH:17]=[CH:16][CH:15]=[C:14]([O:18][CH2:19][CH2:20][CH2:21][N:22]([C:27]([O:29][C:30]([CH3:33])([CH3:32])[CH3:31])=[O:28])[C:23]([CH3:26])([CH3:25])[CH3:24])[C:10]=2[C:11]=1[CH2:12]Br)=[O:6])[CH3:3].[CH2:34]([OH:36])[CH3:35]>>[CH2:2]([O:4][C:5]([C:7]1[O:8][C:9]2[CH:17]=[CH:16][CH:15]=[C:14]([O:18][CH2:19][CH2:20][CH2:21][N:22]([C:27]([O:29][C:30]([CH3:33])([CH3:32])[CH3:31])=[O:28])[C:23]([CH3:26])([CH3:25])[CH3:24])[C:10]=2[C:11]=1[CH2:12][O:36][CH2:34][CH3:35])=[O:6])[CH3:3] |^1:0|. Procedure details: To ethanol (2.0 ml) was added sodium metal (15 mg) at room temperature. After 25 minutes, 3-bromomethyl-4-[3-(tert-butoxycarbonyl-tert-butyl-amino)-propoxy]-benzofuran-2-carboxylic acid ethyl ester (98 mg) was added to the reaction mixture. The reaction was quenched by the addition of saturated aqueous ammonium chloride solution (10 ml) and water (20 ml). The product was extracted with ethyl acetate (10 ml) 3 times. Organic layer was combined and dried over anhydrous sodium sulfate, concentrated... The reactants are O([Na])C (NaOCH3), CN(C=C(C(=O)OCC)[N+](=O)[O-])C (ethyl 3-(dimethylamino)-2-nitroacrylate), CN(C=C(C(=O)OCC)[N+](=O)[O-])C (Ethyl 3-(dimethylamino)-2-nitroacrylate), N1=NC(=CC=C1)C(N)=N (pyridazine-3-carboximidamide), Cl (HCl). Solvent: CO (CH3OH). Yields the product [N+](=O)([O-])C=1C(=NC(=NC1)C=1N=NC=CC1)O (5-nitro-2-(pyridazin-3-yl)pyrimidin-4-ol). Isolated yield 86.0%. Reaction SMILES: CN(C)[CH:3]=[C:4]([N+:10]([O-:12])=[O:11])[C:5](OCC)=[O:6].[N:14]1[CH:19]=[CH:18][CH:17]=[C:16]([C:20](=[NH:22])[NH2:21])[N:15]=1.O(C)[Na].Cl>CO>[N+:10]([C:4]1[C:5]([OH:6])=[N:22][C:20]([C:16]2[N:15]=[N:14][CH:19]=[CH:18][CH:17]=2)=[N:21][CH:3]=1)([O-:12])=[O:11]. Procedure details: A mixture of ethyl 3-(dimethylamino)-2-nitroacrylate, 35i-f, (1 g, 5.3 mmol) and pyridazine-3-carboximidamide (0.8 g, 5.3 mmol) in CH3OH (30 mL) was added with NaOCH3 (3.4 g, 6.36 mmol) and refluxed overnight. The pH of reaction mixture was adjusted to 7 by addition of concentrated HCl. The solids were filtered to afford the product, 35i-g, (1 g, 86%). 1H NMR (300 MHz, DMSO) δ 7.77 (dd, J=4.8, 7.5 Hz, 2H), 8.29 (d, J=8.4 Hz, 1H), 8.77 (s, 1H), 9.26 (d, J=4.5 Hz, 1H). LC-MS (M+H)+ 220.1